This data is from the Open Reaction Database (ORD), a public repository of structured organic reaction records. The task is: describe an organic reaction: reactants, conditions, products, and yield Starting materials: CN1CCC(=O)CC1, Nc1ccc2c(ccn2O)n1. The product is CN1CC=C(c2cn(O)c3ccc(N)nc23)CC1. As a reaction SMILES: [CH3:12][N:13]1[CH2:14][CH2:15][C:16](=[O:19])[CH2:17][CH2:18]1.[OH:1][n:2]1[cH:3][cH:4][c:5]2[n:6][c:7]([NH2:11])[cH:8][cH:9][c:10]12>>[OH:1][n:2]1[cH:3][c:4]([C:16]2=[CH:15][CH2:14][N:13]([CH3:12])[CH2:18][CH2:17]2)[c:5]2[n:6][c:7]([NH2:11])[cH:8][cH:9][c:10]12. Solvent: ClCCl (Dichloromethane). Reactants: C(C)(=O)O[BH-](OC(C)=O)OC(C)=O.[Na+] (sodium triacetoxyborohydride), ClC=1C=C(C=CC1OC(C)C)C1=NN=C(S1)C=1C(=C(C=CC1)CC=O)CC ([3-(5-{3-chloro-4-[(1-methylethyl)oxy]phenyl}-1,3,4-thiadiazol-2-yl)-2-ethylphenyl]acetaldehyde), N1[C@H](C(=O)OC)CCC1 (methyl L-prolinate), CC(=O)O (AcOH), [OH-].[Na+] (sodium hydroxide). The yield is 21.4%. As a reaction SMILES: [Cl:1][C:2]1[CH:3]=[C:4]([C:12]2[S:16][C:15]([C:17]3[C:18]([CH2:26][CH3:27])=[C:19]([CH2:23][CH:24]=O)[CH:20]=[CH:21][CH:22]=3)=[N:14][N:13]=2)[CH:5]=[CH:6][C:7]=1[O:8][CH:9]([CH3:11])[CH3:10].[NH:28]1[CH2:36][CH2:35][CH2:34][C@H:29]1[C:30]([O:32]C)=[O:31].CC(O)=O.C(O[BH-](OC(=O)C)OC(=O)C)(=O)C.[Na+].[OH-].[Na+]>ClCCl>[Cl:1][C:2]1[CH:3]=[C:4]([C:12]2[S:16][C:15]([C:17]3[C:18]([CH2:26][CH3:27])=[C:19]([CH2:23][CH2:24][N:28]4[CH2:36][CH2:35][CH2:34][C@H:29]4[C:30]([OH:32])=[O:31])[CH:20]=[CH:21][CH:22]=3)=[N:14][N:13]=2)[CH:5]=[CH:6][C:7]=1[O:8][CH:9]([CH3:11])[CH3:10] |f:3.4,5.6|. Procedure details: To a solution of [3-(5-{3-chloro-4-[(1-methylethyl)oxy]phenyl}-1,3,4-thiadiazol-2-yl)-2-ethylphenyl]acetaldehyde (90 mg, 0.224 mmol) (D15) in Dichloromethane (DCM) (20 mL) stirred at room temperature was added methyl L-prolinate (149 mg, 0.898 mmol) and AcOH (0.15 mL, 2.62 mmol). The reaction mixture was stirred at room temperature for 10 min, and sodium triacetoxyborohydride (110 mg, 0.522 mmol) was added. The reaction mixture was continuously stirred overnight. The reaction was quenched with w... Product: ClC=1C=C(C=CC1OC(C)C)C1=NN=C(S1)C=1C(=C(C=CC1)CCN1[C@H](C(=O)O)CCC1)CC (1-{2-[3-(5-{3-chloro-4-[(1-methylethyl)oxy]phenyl}-1,3,4-thiadiazol-2-yl)-2-ethylphenyl]ethyl}-L-proline). Run at time 10 minute. Reactants: CS(C)=O, Clc1ccc2c(C3=CCNCC3)c[nH]c2c1Cl, c1cc(OCC2CO2)c2cc[nH]c2c1. Yields the product OC(COc1cccc2[nH]ccc12)CN1CC=C(c2c[nH]c3c(Cl)c(Cl)ccc23)CC1. Reaction SMILES: [CH3:32][S:33]([CH3:34])=[O:35].[Cl:1][c:2]1[cH:3][cH:4][c:5]2[c:6]([C:12]3=[CH:17][CH2:16][NH:15][CH2:14][CH2:13]3)[cH:7][nH:8][c:9]2[c:10]1[Cl:11].[O:18]1[CH:19]([CH2:21][O:22][c:23]2[c:24]3[cH:25][cH:26][nH:27][c:28]3[cH:29][cH:30][cH:31]2)[CH2:20]1>>[Cl:1][c:2]1[cH:3][cH:4][c:5]2[c:6]([C:12]3=[CH:17][CH2:16][N:15]([CH2:20][CH:19]([OH:18])[CH2:21][O:22][c:23]4[c:24]5[cH:25][cH:26][nH:27][c:28]5[cH:29][cH:30][cH:31]4)[CH2:14][CH2:13]3)[cH:7][nH:8][c:9]2[c:10]1[Cl:11]. Reactants: C(C)OC=1C=2C(N(CC2C(=C2C1C=CC=C2)O)C2=C(C=C(C=C2)CC(=O)OCC)F)=O (ethyl {4-[9-(ethyloxy)-4-hydroxy-1-oxo-1,3-dihydro-2H-benzo[f]isoindol-2-yl]-3-fluorophenyl}acetate), ClC(C(=O)[O-])(F)F.[Na+] (sodium chlorodifluoroacetate), C([O-])([O-])=O.[Na+].[Na+] (sodium carbonate), ClC(C(=O)[O-])(F)F.[Na+] (sodium chlorodifluoroacetate). The solvent is CN(C)C=O (DMF). Conditions: temperature 100 celsius, time 1.5 hour. Product: FC(OC1=C2C(=C(C=3C(N(CC13)C1=C(C=C(C=C1)CC(=O)OCC)F)=O)OCC)C=CC=C2)F (Ethyl {4-[4-[(difluoromethyl)oxy]-9-(ethyloxy)-1-oxo-1,3-dihydro-2H-benzo[f]isoindol-2-yl]-3-fluorophenyl}acetate). Isolated yield 22.4%. As a reaction SMILES: [CH2:1]([O:3][C:4]1[C:5]2[C:6](=[O:31])[N:7]([C:18]3[CH:23]=[CH:22][C:21]([CH2:24][C:25]([O:27][CH2:28][CH3:29])=[O:26])=[CH:20][C:19]=3[F:30])[CH2:8][C:9]=2[C:10]([OH:17])=[C:11]2[CH:16]=[CH:15][CH:14]=[CH:13][C:12]=12)[CH3:2].Cl[C:33]([F:38])([F:37])C([O-])=O.[Na+].C(=O)([O-])[O-].[Na+].[Na+]>CN(C=O)C>[F:37][CH:33]([F:38])[O:17][C:10]1[C:9]2[CH2:8][N:7]([C:18]3[CH:23]=[CH:22][C:21]([CH2:24][C:25]([O:27][CH2:28][CH3:29])=[O:26])=[CH:20][C:19]=3[F:30])[C:6](=[O:31])[C:5]=2[C:4]([O:3][CH2:1][CH3:2])=[C:12]2[CH:13]=[CH:14][CH:15]=[CH:16][C:11]=12 |f:1.2,3.4.5|. Procedure: To a solution of ethyl {4-[9-(ethyloxy)-4-hydroxy-1-oxo-1,3-dihydro-2H-benzo[f]isoindol-2-yl]-3-fluorophenyl}acetate (2.40 g, 5.67 mmols) in DMF (30 ml) was added sodium chlorodifluoroacetate (1.72 g, 11.34 mmol) and sodium carbonate (1.20 g, 11.34 mmol). The mixture was heated to 100° C. for 3 hours. Further sodium chlorodifluoroacetate (1.72 g, 11.34 mmol) was added, heating continued for 1.5 hours, and the same amount added again and heating continued for 30 minutes. The mixture was cooled to... Starting materials: CC(C)OC(=O)C=O, [Li]CCCC, C1CCOC1, CCCC=NO. The product is CCC(C=NO)C(O)C(=O)OC(C)C. As a reaction SMILES: [C:12]([CH:13]=[O:14])(=[O:15])[O:16][CH:17]([CH3:18])[CH3:19].[CH2:1]([Li:2])[CH2:3][CH2:4][CH3:5].[CH2:20]1[O:21][CH2:22][CH2:23][CH2:24]1.[CH:6]([CH2:7][CH2:8][CH3:9])=[N:10][OH:11]>>[CH:6]([CH:7]([CH2:8][CH3:9])[CH:13]([C:12](=[O:15])[O:16][CH:17]([CH3:18])[CH3:19])[OH:14])=[N:10][OH:11]. Reactants: ClC1=CC=C(C=C1)C1=NOC=C1COC1=NC=C(C(=O)O)C=C1 (6-[3-(4-chloro-phenyl)-isoxazol-4-ylmethoxy]-nicotinic acid), CC(C(F)(F)F)N (L-2,2,2-trifluoro-1-(methyl)ethylamine). Product: ClC1=CC=C(C=C1)C1=NOC=C1COC1=NC=C(C(=O)N[C@H](C(F)(F)F)C)C=C1 (6-[3-(4-Chloro-phenyl)-isoxazol-4-ylmethoxy]-N—((S)-2,2,2-trifluoro-1-methyl-ethyl)-nicotinamide). The yield is 98.0%. As a reaction SMILES: [Cl:1][C:2]1[CH:7]=[CH:6][C:5]([C:8]2[C:12]([CH2:13][O:14][C:15]3[CH:23]=[CH:22][C:18]([C:19]([OH:21])=O)=[CH:17][N:16]=3)=[CH:11][O:10][N:9]=2)=[CH:4][CH:3]=1.[CH3:24][CH:25]([NH2:30])[C:26]([F:29])([F:28])[F:27]>>[Cl:1][C:2]1[CH:3]=[CH:4][C:5]([C:8]2[C:12]([CH2:13][O:14][C:15]3[CH:23]=[CH:22][C:18]([C:19]([NH:30][C@@H:25]([CH3:24])[C:26]([F:29])([F:28])[F:27])=[O:21])=[CH:17][N:16]=3)=[CH:11][O:10][N:9]=2)=[CH:6][CH:7]=1. Reported procedure: As described for example 346b, 6-[3-(4-chloro-phenyl)-isoxazol-4-ylmethoxy]-nicotinic acid (150 mg, 0.45 mmol) was converted, using L-2,2,2-trifluoro-1-(methyl)ethylamine instead of ethanolamine, to the title compound (190 mg, 98%) which was obtained as a white solid. MS: m/e=424.0 [M−H]−.